This data is from the Open Reaction Database (ORD), a public repository of structured organic reaction records. The task is: describe an organic reaction: reactants, conditions, products, and yield Starting materials: CCCC[Sn](Cl)(Cl)CCCC, C1CCOC1, CNc1ccccn1, COC(=O)c1ccc(C=O)cc1, [SiH3]c1ccccc1. Product: COC(=O)c1ccc(CN(C)c2ccccn2)cc1. As a reaction SMILES: [CH2:21]([Sn:22]([Cl:23])([Cl:24])[CH2:25][CH2:26][CH2:27][CH3:28])[CH2:29][CH2:30][CH3:31].[CH2:39]1[O:40][CH2:41][CH2:42][CH2:43]1.[CH3:1][NH:2][c:3]1[n:4][cH:5][cH:6][cH:7][cH:8]1.[CH3:9][O:10][C:11]([c:12]1[cH:13][cH:14][c:15]([CH:18]=[O:19])[cH:16][cH:17]1)=[O:20].[c:32]1([SiH3:33])[cH:34][cH:35][cH:36][cH:37][cH:38]1>>[CH3:1][N:2]([c:3]1[n:4][cH:5][cH:6][cH:7][cH:8]1)[CH2:18][c:15]1[cH:14][cH:13][c:12]([C:11]([O:10][CH3:9])=[O:20])[cH:17][cH:16]1. As a reaction SMILES: [Br:1][c:2]1[n:3][c:4]([Br:8])[cH:5][cH:6][cH:7]1.[CH3:15][S:16]([CH3:17])=[O:18].[Na:9].[OH2:19].[nH:10]1[cH:11][n:12][cH:13][cH:14]1>>[c:2]1(-[n:10]2[cH:11][n:12][cH:13][cH:14]2)[n:3][c:4]([Br:8])[cH:5][cH:6][cH:7]1. The reactants are Brc1cccc(Br)n1, CS(C)=O, [Na], O, c1c[nH]cn1. The product is Brc1cccc(-n2ccnc2)n1. Starting materials: [N+](=O)([O-])C=1C=C(C=CC(=O)OCC)C=CC1 (Ethyl 3-nitrocinnamate), O.O.Cl[Sn]Cl (SnCl2.2H2O). Solvent: CCO (EtOH). The product is C(C)OC(C=CC1=CC(=CC=C1)N)=O (3-(3-Amino-phenyl)-acrylic acid ethyl ester). RXN SMILES: [N+:1]([C:4]1[CH:5]=[C:6]([CH:14]=[CH:15][CH:16]=1)[CH:7]=[CH:8][C:9]([O:11][CH2:12][CH3:13])=[O:10])([O-])=O.O.O.Cl[Sn]Cl>CCO>[CH2:12]([O:11][C:9](=[O:10])[CH:8]=[CH:7][C:6]1[CH:14]=[CH:15][CH:16]=[C:4]([NH2:1])[CH:5]=1)[CH3:13] |f:1.2.3|. Procedure: Ethyl 3-nitrocinnamate (1) (2.0 g, 9.04 mmol) was reduced using method A, except that SnCl2.2H2O (10.2 g, 45.20 mmol) in EtOH (20 mL) was used and after the reaction the solvent was concentrated in vacuo, Rochelle's salt and saturated NaHCO3 (1:1, 80 mL) were added, and the aqueous basified with 1N NaOH. The aqueous was extracted with EtOAc (3×40 mL), washed with Rochelle's salt/saturated NaHCO3 solution (2×40 mL), dried (MgSO4) and the solvent was concentrated in vacuo to give the title compoun... Reactants: ClC=1C=C(C=CC1C(C(C(F)(F)F)(C1=NC=C(N=C1)C)O)C)O (3-Chloro-4-[3,3,3-trifluoro-2-hydroxy-1-methyl-2-(5-methyl-pyrazin-2-yl)-propyl]-phenol), BrCC1=C(C=C(C(=O)OC)C=C1)OC (methyl 4-(bromomethyl)-3-methoxy-benzoate), C([O-])([O-])=O.[K+].[K+] (potassium carbonate). Product: COC(C1=CC(=C(C=C1)COC1=CC(=C(C=C1)C(C(C(F)(F)F)(C1=NC=C(N=C1)C)O)C)Cl)OC)=O (4-{3-Chloro-4-[3,3,3-trifluoro-2-hydroxy-1-methyl-2-(5-methyl-pyrazin-2-yl)-propyl]-phenoxymethyl}-3-methoxy-benzoic acid methyl ester). Reaction SMILES: [Cl:1][C:2]1[CH:3]=[C:4]([OH:23])[CH:5]=[CH:6][C:7]=1[CH:8]([CH3:22])[C:9]([OH:21])([C:14]1[CH:19]=[N:18][C:17]([CH3:20])=[CH:16][N:15]=1)[C:10]([F:13])([F:12])[F:11].Br[CH2:25][C:26]1[CH:35]=[CH:34][C:29]([C:30]([O:32][CH3:33])=[O:31])=[CH:28][C:27]=1[O:36][CH3:37].C(=O)([O-])[O-].[K+].[K+]>>[CH3:33][O:32][C:30](=[O:31])[C:29]1[CH:34]=[CH:35][C:26]([CH2:25][O:23][C:4]2[CH:5]=[CH:6][C:7]([CH:8]([CH3:22])[C:9]([OH:21])([C:14]3[CH:19]=[N:18][C:17]([CH3:20])=[CH:16][N:15]=3)[C:10]([F:13])([F:11])[F:12])=[C:2]([Cl:1])[CH:3]=2)=[C:27]([O:36][CH3:37])[CH:28]=1 |f:2.3.4|. Reported procedure: In analogy to Example 1, step 7, 3-chloro-4-[3,3,3-trifluoro-2-hydroxy-1-methyl-2-(5-methyl-pyrazin-2-yl)-propyl]-phenol (Example 1, step 6) was reacted with methyl 4-(bromomethyl)-3-methoxy-benzoate and potassium carbonate to give the title compound as a colorless waxy solid. MS (m/e, ISP neg. ion)=523.1 [M−H+].